From a dataset of the Open Reaction Database (ORD), a public repository of structured organic reaction records. describe an organic reaction: reactants, conditions, products, and yield Starting materials: ClC1=NC=2C(CCCC2C(=N1)Cl)C1=CC=CC=C1 (2,4-dichloro-8-phenyl-5,6,7,8-tetrahydroquinazoline), [Cl-].[NH4+] (ammonium chloride). The reagents and catalysts are [Zn] (zinc). Solvent: CC(=O)C (acetone), O (water). Conditions: temperature 90 celsius, time 2 hour. The product is ClC1=NC=2C(CCCC2C=N1)C1=CC=CC=C1 (2-chloro-8-phenyl-5,6,7,8-tetrahydroquinazoline). Isolated yield 52.2%. As a reaction SMILES: [Cl:1][C:2]1[N:11]=[C:10](Cl)[C:9]2[CH2:8][CH2:7][CH2:6][CH:5]([C:13]3[CH:18]=[CH:17][CH:16]=[CH:15][CH:14]=3)[C:4]=2[N:3]=1.[Cl-].[NH4+]>CC(C)=O.O.[Zn]>[Cl:1][C:2]1[N:11]=[CH:10][C:9]2[CH2:8][CH2:7][CH2:6][CH:5]([C:13]3[CH:18]=[CH:17][CH:16]=[CH:15][CH:14]=3)[C:4]=2[N:3]=1 |f:1.2|. Procedure: A mixture of 2,4-dichloro-8-phenyl-5,6,7,8-tetrahydroquinazoline (51.9 mg, 0.186 mmol), ammonium chloride (13.0 mg, 0.243 mmol) and zinc (130 mg, 1.988 mmol) in acetone (0.75 mL) and water (0.75 mL) was heated at 90° C. with stirring for 2 h. The reaction mixture was filtered through a short plug of diatomaceous earth (Celite®). The solvent was removed in vacuum, and the residue was partitioned between dichloromethane and water. The organic layer was separated and the aqueous layer was extracted... Starting materials: ice water, C(C)(=O)C1=CC=C(C=C1)C1=CC=C(C=C1)OCC1=CC=CC=C1 (4'-acetyl-4-benzyloxybiphenyl), O1CCCC1 (tetrahydrofuran), B.[Na] (sodium boron hydride). The yield is 90.3%. Run in CO (methanol). Procedure details: 12.09 g (0.04 mol) of 4'-acetyl-4-benzyloxybiphenyl (VII-23), 40 ml of tetrahydrofuran and 10 ml of methanol were supplied into a four-necked flask provided with a stirrer and a thermometer. Then 1.51 g (0.4 mol) of sodium boron hydride was added at 15°-25° C. over a period of 2 hours. The mixture was kept at the same temperature for 5 hours, then poured into ice-water and extracted with 50 ml of chloroform. The organic layer was concentrated under reduced pressure to give 11.0 g (95% yield) of ... Run at time 5 hour. Yields the product C(C1=CC=CC=C1)OC1=CC=C(C=C1)C1=CC=C(C=C1)C(C)O (4-benzyloxy-4'-(1-hydroxyethyl)biphenyl). As a reaction SMILES: [C:1]([C:4]1[CH:9]=[CH:8][C:7]([C:10]2[CH:15]=[CH:14][C:13]([O:16][CH2:17][C:18]3[CH:23]=[CH:22][CH:21]=[CH:20][CH:19]=3)=[CH:12][CH:11]=2)=[CH:6][CH:5]=1)(=[O:3])[CH3:2].O1CCCC1.B.[Na]>CO>[CH2:17]([O:16][C:13]1[CH:14]=[CH:15][C:10]([C:7]2[CH:6]=[CH:5][C:4]([CH:1]([OH:3])[CH3:2])=[CH:9][CH:8]=2)=[CH:11][CH:12]=1)[C:18]1[CH:19]=[CH:20][CH:21]=[CH:22][CH:23]=1 |f:2.3,^1:29|. The reactants are COc1ccc2c(c1)C1=C(SCC3(CCNCC3)O1)C(=O)C2=O, Fc1ccc(OCC2CO2)cc1. Product: COc1ccc2c(c1)C1=C(SCC3(CCN(CC(O)COc4ccc(F)cc4)CC3)O1)C(=O)C2=O. RXN SMILES: [CH3:1][O:2][c:3]1[cH:4][cH:5][c:6]2[c:20]([cH:21]1)[C:10]1=[C:9]([C:8](=[O:22])[C:7]2=[O:23])[S:14][CH2:13][C:12]2([O:11]1)[CH2:15][CH2:16][NH:17][CH2:18][CH2:19]2.[F:24][c:25]1[cH:26][cH:27][c:28]([O:29][CH2:30][CH:31]2[O:32][CH2:33]2)[cH:34][cH:35]1>>[CH3:1][O:2][c:3]1[cH:4][cH:5][c:6]2[c:20]([cH:21]1)[C:10]1=[C:9]([C:8](=[O:22])[C:7]2=[O:23])[S:14][CH2:13][C:12]2([O:11]1)[CH2:15][CH2:16][N:17]([CH2:33][CH:31]([CH2:30][O:29][c:28]1[cH:27][cH:26][c:25]([F:24])[cH:35][cH:34]1)[OH:32])[CH2:18][CH2:19]2.